This data is from the Open Reaction Database (ORD), a public repository of structured organic reaction records. The task is: describe an organic reaction: reactants, conditions, products, and yield Reactants: O=C=Nc1ccc(Cl)c(Cl)c1, OCCC1CC1(F)F, C1CCOC1. Yields the product O=C(Nc1ccc(Cl)c(Cl)c1)OCCC1CC1(F)F. RXN SMILES: [Cl:9][c:10]1[cH:11][c:12]([N:17]=[C:18]=[O:19])[cH:13][cH:14][c:15]1[Cl:16].[F:1][C:2]1([F:8])[CH:3]([CH2:5][CH2:6][OH:7])[CH2:4]1.[O:20]1[CH2:21][CH2:22][CH2:23][CH2:24]1>>[F:1][C:2]1([F:8])[CH:3]([CH2:5][CH2:6][O:7][C:18]([NH:17][c:12]2[cH:11][c:10]([Cl:9])[c:15]([Cl:16])[cH:14][cH:13]2)=[O:19])[CH2:4]1. Starting materials: ClCC(CS(=O)(=O)[O-])O.[Na+] (Sodium 3-chloro-2-hydroxypropanesulfonate), [NH4+] (ammonium). Reaction conditions: time 8 hour. Product: NCC(CS(=O)(=O)[O-])O.[Na+] (Sodium 3-amino-2-hydroxypropanesulfonate). As a reaction SMILES: Cl[CH2:2][CH:3]([OH:9])[CH2:4][S:5]([O-:8])(=[O:7])=[O:6].[Na+:10].[NH4+:11]>>[NH2:11][CH2:2][CH:3]([OH:9])[CH2:4][S:5]([O-:8])(=[O:7])=[O:6].[Na+:10] |f:0.1,3.4|. Reported procedure: Sodium 3-chloro-2-hydroxypropanesulfonate (1.97 g, 10 mmol) was dissolved in 12.5% aq. ammonium solution and it was stirred at room temperature overnight. Ammonia was removed by concentrating the solution in evaporator and Sodium 3-amino-2-hydroxypropanesulfonate was obtained. Sodium 3-amino-2-hydroxypropanesulfonate (177 mg, 1 mmol) was dissolved in water (10 ml), NaHCO3 (84 mg, 1 mmol) and lauroyl chloride (231 μl, 1 mmol) were added and the mixture was stirred at room temperature for 2 hours.... The reactants are N1C=NC(=C1)C=1OC2=C(C1C(=O)C1=CC(=C(C(=C1)OC)OC)OC)C=CC(=C2)OC ([2-(1H-Imidazol-4-yl)-6-methoxy-benzofuran-3-yl]-(3,4,5-trimethoxyphenyl)-methanone), starting material, CI (MeI), [H-].[Na+] (NaH). Run in C1CCOC1 (THF). Product: CN1C=NC(=C1)C=1OC2=C(C1C(=O)C1=CC(=C(C(=C1)OC)OC)OC)C=CC(=C2)OC ([2-(1-methyl-1H-Imidazol-4-yl)-6-methoxy-benzofuran-3-yl]-(3,4,5-trimethoxyphenyl)-methanone). Isolated yield 58.0%. As a reaction SMILES: [NH:1]1[CH:5]=[C:4]([C:6]2[O:7][C:8]3[CH:28]=[C:27]([O:29][CH3:30])[CH:26]=[CH:25][C:9]=3[C:10]=2[C:11]([C:13]2[CH:18]=[C:17]([O:19][CH3:20])[C:16]([O:21][CH3:22])=[C:15]([O:23][CH3:24])[CH:14]=2)=[O:12])[N:3]=[CH:2]1.[H-].[Na+].[CH3:33]I>C1COCC1>[CH3:33][N:1]1[CH:5]=[C:4]([C:6]2[O:7][C:8]3[CH:28]=[C:27]([O:29][CH3:30])[CH:26]=[CH:25][C:9]=3[C:10]=2[C:11]([C:13]2[CH:18]=[C:17]([O:19][CH3:20])[C:16]([O:21][CH3:22])=[C:15]([O:23][CH3:24])[CH:14]=2)=[O:12])[N:3]=[CH:2]1 |f:1.2|. Reported procedure: This material was prepared by N-methylation of [2-(1H-Imidazol-4-yl)-6-methoxy-benzofuran-3-yl]-(3,4,5-trimethoxyphenyl)-methanone (entry 45, Table 1) was made from I1-0085 by N-methylation. 20 mg of starting material (0.049 mmol) was dissolved in 1 ml dry THF then treated with 9 mg of 60% NaH (0.225 mmol) then after 10 minutes with MeI (15 uL, 0.24 mmol) and left over night then quenched with 10% NH4Cl extracted with EtOAc and chromatographed with straight EtOAc to give 12 mg product (58% yield... Starting materials: ClC(=O)OC(C)Cl (1-chloroethyl chloroformate), N1=CC=CC=C1 (pyridine), C[C@H](CCC)O ((R)-(−)-2-pentanol), CC1(C2CCC1(C(=O)C2)CS(=O)(=O)O)C (CSA). Run in C1CCOC1 (THF), C1CCOC1 (THF), CCCCCCC (heptane), C(C)(=O)OCC (ethyl acetate). Run at time 8 hour. The product is C[C@H](CCC)OC(OC(C)Cl)=O (Carbonic acid 1-chloroethyl ester (R)-1-methylbutyl ester). Reaction SMILES: Cl[C:2]([O:4][CH:5]([Cl:7])[CH3:6])=[O:3].N1C=CC=CC=1.[CH3:14][C@@H:15]([OH:19])[CH2:16][CH2:17][CH3:18].CC1(C)C2(CS(O)(=O)=O)C(CC1CC2)=O>C1COCC1.CCCCCCC.C(OCC)(=O)C>[CH3:14][C@@H:15]([O:19][C:2](=[O:3])[O:4][CH:5]([Cl:7])[CH3:6])[CH2:16][CH2:17][CH3:18]. Reported procedure: To a mixture of 1-chloroethyl chloroformate (1.19 mL), pyridine (1.49 mL), and THF (100 mL), (R)-(−)-2-pentanol [CSA No. 31087-44-2] (1 mL) dissolved in THF (3 mL) was added at −78° C. After stirring the mixture overnight at room temperature, ethyl acetate and heptane were added to the reaction mixture. The resulting mixture was sequentially washed with 0.5 N hydrochloric acid, saturated aqueous sodium hydrogen carbonate solution, water, and saturated aqueous sodium chloride solution, and dried ... The product is CC(C)(C)OC(=O)N1CCC(NS(=O)(=O)c2cccc(Br)c2)CC1. Reactants: O=S(=O)(Cl)c1cccc(Br)c1, CC(C)(C)OC(=O)N1CCC(N)CC1, ClCCl. As a reaction SMILES: [Br:1][c:2]1[cH:3][c:4]([S:8](=[O:9])(=[O:10])[Cl:11])[cH:5][cH:6][cH:7]1.[C:12]([CH3:13])([CH3:14])([CH3:15])[O:16][C:17](=[O:18])[N:19]1[CH2:20][CH2:21][CH:22]([NH2:25])[CH2:23][CH2:24]1.[Cl:26][CH2:27][Cl:28]>>[Br:1][c:2]1[cH:3][c:4]([S:8](=[O:9])(=[O:10])[NH:25][CH:22]2[CH2:21][CH2:20][N:19]([C:17]([O:16][C:12]([CH3:13])([CH3:14])[CH3:15])=[O:18])[CH2:24][CH2:23]2)[cH:5][cH:6][cH:7]1. Starting materials: C1CCOC1, Oc1cccc(I)c1, OCCN1CCOCC1, c1ccc(P(c2ccccc2)c2ccccc2)cc1. Yields the product Ic1cccc(OCCN2CCOCC2)c1. Reaction SMILES: [CH2:37]1[O:38][CH2:39][CH2:40][CH2:41]1.[OH:1][c:2]1[cH:3][cH:4][cH:5][c:6]([I:7])[cH:8]1.[OH:9][CH2:10][CH2:11][N:12]1[CH2:13][CH2:14][O:15][CH2:16][CH2:17]1.[c:18]1([P:19]([c:20]2[cH:21][cH:22][cH:23][cH:24][cH:25]2)[c:26]2[cH:27][cH:28][cH:29][cH:30][cH:31]2)[cH:32][cH:33][cH:34][cH:35][cH:36]1>>[O:1]([c:2]1[cH:3][cH:4][cH:5][c:6]([I:7])[cH:8]1)[CH2:10][CH2:11][N:12]1[CH2:13][CH2:14][O:15][CH2:16][CH2:17]1.